This data is from the Open Reaction Database (ORD), a public repository of structured organic reaction records. The task is: describe an organic reaction: reactants, conditions, products, and yield Reactants: N1CCOCC1 (morpholine), ClC1=NC=CC(=C1)C#N (2-Chloro-4-cyanopyridine), O (water). The solvent is CN1C(CCC1)=O (N-methylpyrrolidone). Conditions: temperature 100 celsius, time 2.5 hour. Yields the product N1(CCOCC1)C=1C=C(C#N)C=CN1 (2-Morpholinylisonicotinonitrile). Yield: 71.1%. As a reaction SMILES: Cl[C:2]1[CH:7]=[C:6]([C:8]#[N:9])[CH:5]=[CH:4][N:3]=1.[NH:10]1[CH2:15][CH2:14][O:13][CH2:12][CH2:11]1.O>CN1CCCC1=O>[N:10]1([C:2]2[CH:7]=[C:6]([CH:5]=[CH:4][N:3]=2)[C:8]#[N:9])[CH2:15][CH2:14][O:13][CH2:12][CH2:11]1. Procedure: 2-Chloro-4-cyanopyridine (0.40 g, 2.9 mmol) was dissolved in N-methylpyrrolidone (2.0 ml), and morpholine (0.7 ml, 8.0 mmol) was added thereto. The reaction mixture was stirred at 100° C. for 2.5 hrs and combined with water to give precipitates, which were collected by filtration and dried to give the titled compound (0.39 g, 70%). Reactants: Cl[Si](C)(C)CCl (chlorochlormethyldimethylsilane), C1(=CC=CC=C1)CC[Mg]Br (2-phenylethylmagnesium bromide), C1(=CC=CC=C1)CCBr (2-phenylethyl bromide), [Mg] (magnesium), Cl (HCl). Solvent: O (water), O1CCCC1 (tetrahydrofuran), O1CCCC1 (tetrahydrofuran). Product: ClC[Si](CCC1=CC=CC=C1)(C)C (Chloromethyldimethyl-2-phenylethylsilane). Yield: 48.5%. Reaction SMILES: [C:1]1([CH2:7][CH2:8][Mg]Br)[CH:6]=[CH:5][CH:4]=[CH:3][CH:2]=1.C1(CCBr)C=CC=CC=1.[Mg].Cl[Si:22]([CH2:25][Cl:26])([CH3:24])[CH3:23].Cl>O1CCCC1.O>[Cl:26][CH2:25][Si:22]([CH3:24])([CH3:23])[CH2:8][CH2:7][C:1]1[CH:6]=[CH:5][CH:4]=[CH:3][CH:2]=1. Procedure: To a solution of 2-phenylethylmagnesium bromide, prepared from 2-phenylethyl bromide (9.25 g, 50 mmol) and magnesium (1.34 g, 55 mmol) in tetrahydrofuran (50 ml), is added chlorochlormethyldimethylsilane (6.43 g, 45 mmol) in tetrahydrofuran (25 ml). The mixture is refluxed for 18 hours, cooled to 0° C. and hydrolyzed with 3N HCl (50 ml). The mixture is then poured in water (50 ml) and diethyl ether (50 ml), the organic layer is washed with water, brine, dried over MgSO4 and the solvents removed ...